This data is from the Open Reaction Database (ORD), a public repository of structured organic reaction records. The task is: describe an organic reaction: reactants, conditions, products, and yield Reactants: C(C)(C)(C)OC(N(C)C(C(C)(C1=CC=CC=C1)C)C(NC(C(C)(C)C)C(N(C)C(C=C(C(=O)C=1N(C=CN1)COCC)C)C(C)C)=O)=O)=O ([1-(1-{[4-(-Ethoxymethyl-1H-imidazol-2-yl)-1-isopropyl-3-methyl-4-oxo-but-2-enyl]-methyl-carbamoyl}-2,2-dimethyl-propylcarbamoyl)-2-methyl-2-phenyl-propyl]-methyl-carbamic acid tert-butyl ester), FC(C(=O)O)(F)F (trifluoroacetic acid). Solvent: ClCCl (dichloromethane). Reaction conditions: time 8 hour. The product is N1C(=NC=C1)C(/C(=C/[C@H](C(C)C)N(C([C@H](C(C)(C)C)NC([C@H](C(C)(C1=CC=CC=C1)C)NC)=O)=O)C)/C)=O ((2S)-N-[(1S,2E)-4-(1H-imidazol-2-yl)-1-isopropyl-3-methyl-4-oxobut-2-enyl]-N,3,3-trimethyl-2-{[(2S)-3-methyl-2-(methylamino)-3-phenyl butanoyl]amino}butanamide). The yield is 23.1%. RXN SMILES: C(O[C:6](=O)[N:7]([CH:9]([C:19](=[O:48])[NH:20][CH:21]([C:26](=[O:47])[N:27]([CH:29]([CH:44]([CH3:46])[CH3:45])[CH:30]=[C:31]([CH3:43])[C:32]([C:34]1[N:35](COCC)[CH:36]=[CH:37][N:38]=1)=[O:33])[CH3:28])[C:22]([CH3:25])([CH3:24])[CH3:23])[C:10]([CH3:18])([C:12]1[CH:17]=[CH:16][CH:15]=[CH:14][CH:13]=1)[CH3:11])C)(C)(C)C.FC(F)(F)C(O)=O>ClCCl>[NH:35]1[CH:36]=[CH:37][N:38]=[C:34]1[C:32](=[O:33])/[C:31](/[CH3:43])=[CH:30]/[C@@H:29]([N:27]([CH3:28])[C:26](=[O:47])[C@@H:21]([NH:20][C:19](=[O:48])[C@@H:9]([NH:7][CH3:6])[C:10]([CH3:11])([C:12]1[CH:13]=[CH:14][CH:15]=[CH:16][CH:17]=1)[CH3:18])[C:22]([CH3:23])([CH3:25])[CH3:24])[CH:44]([CH3:46])[CH3:45]. Reported procedure: [1-(1-{[4-(-Ethoxymethyl-1H-imidazol-2-yl)-1-isopropyl-3-methyl-4-oxo-but-2-enyl]-methyl-carbamoyl}-2,2-dimethyl-propylcarbamoyl)-2-methyl-2-phenyl-propyl]-methyl-carbamic acid tert-butyl ester (45 mg, 0.066 mmole) is treated with 2 ml trifluoroacetic acid in 2 ml dichloromethane at room temperature for 2 hours. The solvent is evaporated and pumped in oven overnight to give 8 mg white solid product, (2S)-N-[(1S,2E)-4-(1H-imidazol-2-yl)-1-isopropyl-3-methyl-4-oxobut-2-enyl]-N,3,3-trimethyl-2-{[(2... The reactants are NS(=O)(=O)c1ccc(NN=C2C(=O)Nc3ccc(C(=O)Oc4c(F)c(F)c(F)c(F)c4F)cc32)cc1, NCc1ccncc1. The product is NS(=O)(=O)c1ccc(NN=C2C(=O)Nc3ccc(C(=O)NCc4ccncc4)cc32)cc1. Reaction SMILES: [F:1][c:2]1[c:3]([O:8][C:9](=[O:4])[c:11]2[cH:12][c:13]3[c:17]([cH:18][cH:19]2)[NH:16][C:15](=[O:20])[C:14]3=[N:21][NH:22][c:23]2[cH:24][cH:25][c:26]([S:29]([NH2:30])(=[O:31])=[O:32])[cH:27][cH:28]2)[c:5]([F:6])[c:7]([F:10])[c:33]([F:34])[c:35]1[F:36].[n:37]1[cH:38][cH:39][c:40]([CH2:43][NH2:44])[cH:41][cH:42]1>>[O:8]=[C:9]([c:11]1[cH:12][c:13]2[c:17]([cH:18][cH:19]1)[NH:16][C:15](=[O:20])[C:14]2=[N:21][NH:22][c:23]1[cH:24][cH:25][c:26]([S:29]([NH2:30])(=[O:31])=[O:32])[cH:27][cH:28]1)[NH:44][CH2:43][c:40]1[cH:39][cH:38][n:37][cH:42][cH:41]1. The reactants are O=C(Cl)c1ccccc1, CSCCC(N)C(=O)O, [Na+], [OH-], O. The product is CSCCC(NC(=O)c1ccccc1)C(=O)O. As a reaction SMILES: [C:12]([c:13]1[cH:14][cH:15][cH:16][cH:17][cH:18]1)(=[O:19])[Cl:20].[NH2:1][CH:2]([CH2:3][CH2:4][S:5][CH3:6])[C:7](=[O:8])[OH:9].[Na+:11].[OH-:10].[OH2:21]>>[NH:1]([CH:2]([CH2:3][CH2:4][S:5][CH3:6])[C:7](=[O:8])[OH:9])[C:12]([c:13]1[cH:14][cH:15][cH:16][cH:17][cH:18]1)=[O:19]. Reactants: CS(=O)(=O)Cl (methanesulphonyl chloride), Cl (hydrochloric acid), C(C1=CC=CC=C1)(C1=CC=CC=C1)OC(=O)C=1N2C(C(C2SCC1C(C=O)Br)NC(=O)OC(C)(C)C)=O (2-benzhydryloxycarbonyl-3-(1-bromo-2-oxoethyl)-7-t-butoxycarbonylamino-8-oxo-5-thia-1-azabicyclo[4.2.0]oct-2-ene), bromoaldehyde, C(C1=CC=CC=C1)(=S)N (thiobenzamide). The solvent is C(C)N(CC)CC (triethylamine), C(C)(=O)OCC (ethyl acetate), O1CCCC1 (tetrahydrofuran). Reaction conditions: temperature 20 celsius, time 20 minute. Product: C(C1=CC=CC=C1)(C1=CC=CC=C1)OC(=O)C=1N2C(C(C2SCC1C1=CN=C(S1)C1=CC=CC=C1)NC(=O)OC(C)(C)C)=O (2-Benzhydryloxycarbonyl-7-t-butoxycarbonylamino-8-oxo-3-(2-phenyl-thiazol-5-yl)-5-thia-1-azabicyclo[4.2.0]oct-2-ene). Reaction SMILES: [CH:1]([O:14][C:15]([C:17]1[N:18]2[CH:21]([S:22][CH2:23][C:24]=1[CH:25](Br)[CH:26]=O)[CH:20]([NH:29][C:30]([O:32][C:33]([CH3:36])([CH3:35])[CH3:34])=[O:31])[C:19]2=[O:37])=[O:16])([C:8]1[CH:13]=[CH:12][CH:11]=[CH:10][CH:9]=1)[C:2]1[CH:7]=[CH:6][CH:5]=[CH:4][CH:3]=1.[C:38]([NH2:46])(=[S:45])[C:39]1[CH:44]=[CH:43][CH:42]=[CH:41][CH:40]=1.CS(Cl)(=O)=O.Cl>O1CCCC1.C(OCC)(=O)C.C(N(CC)CC)C>[CH:1]([O:14][C:15]([C:17]1[N:18]2[CH:21]([S:22][CH2:23][C:24]=1[C:25]1[S:45][C:38]([C:39]3[CH:44]=[CH:43][CH:42]=[CH:41][CH:40]=3)=[N:46][CH:26]=1)[CH:20]([NH:29][C:30]([O:32][C:33]([CH3:36])([CH3:35])[CH3:34])=[O:31])[C:19]2=[O:37])=[O:16])([C:2]1[CH:7]=[CH:6][CH:5]=[CH:4][CH:3]=1)[C:8]1[CH:9]=[CH:10][CH:11]=[CH:12][CH:13]=1. Procedure: A solution of 2-benzhydryloxycarbonyl-3-(1-bromo-2-oxoethyl)-7-t-butoxycarbonylamino-8-oxo-5-thia-1-azabicyclo[4.2.0]oct-2-ene (a mixture of the bromoaldehyde epimers) (5.87 g) and thiobenzamide (1.5 g) in dry tetrahydrofuran (60 cc) is stirred at 20° C. for 1 hour 20 minutes, and thereafter there are added to the reaction mixture, cooled to 2° C., methanesulphonyl chloride (0.85 cc) followed, in 5 minutes, by triethylamine (5.6 cc). After having been stirred for 2 hours at 2° C., the reaction m... Reactants: CC1=C(C(C(=C(N1)C)C(=O)OC)C=2C=CC=CC2[N+](=O)[O-])C(=O)OC.[N-]=C=S (Nifedipine isothiocyanate), CC1=C(C(C(=C(N1)C)C(=O)OC)C=2C=CC=CC2[N+](=O)[O-])C(=O)OC.[N-]=C=S (nifedipine isothiocyanate), CC1=C(C(C(=C(N1)C)C(=O)OC)C=2C=CC=CC2[N+](=O)[O-])C(=O)OC.[N-]=C=S (nifedipine isothiocyanate). Run in C([O-])(O)=O.[Na+] (sodium bicarbonate), C(C)O (ethanol), C(C)O (ethanol). Yields the product CC1=C(C(C(=C(N1)C)C(=O)OC)C=2C=CC=CC2[N+](=O)[O-])C(=O)OC (nifedipine). RXN SMILES: [CH3:1][C:2]1[NH:7][C:6]([CH3:8])=[C:5]([C:9]([O:11][CH3:12])=[O:10])[CH:4]([C:13]2[CH:14]=[CH:15][CH:16]=[CH:17][C:18]=2[N+:19]([O-:21])=[O:20])[C:3]=1[C:22]([O:24][CH3:25])=[O:23].[N-]=C=S>C(=O)(O)[O-].[Na+].C(O)C>[CH3:1][C:2]1[NH:7][C:6]([CH3:8])=[C:5]([C:9]([O:11][CH3:12])=[O:10])[CH:4]([C:13]2[CH:14]=[CH:15][CH:16]=[CH:17][C:18]=2[N+:19]([O-:21])=[O:20])[C:3]=1[C:22]([O:24][CH3:25])=[O:23] |f:0.1,2.3|. Procedure: Nifedipine-isothiocyanate was also coupled to casein, ovalbumin and keyhole limpet hemocyanin using the procedures described above. An alternate procedure for the coupling of nifedipine-isothiocyanate to various proteins (i.e., bovine serum albumin, ovalbumin, casein and keyhole limpet hemocyanin) was to dissolve the protein (20 mg) in 2 ml of 100 mM sodium bicarbonate (pH 9.0) and then incubate with 0.8 mg of nifedipine-isothiocyanate (dissolved in ethanol to make the final concentration of eth... Reactants: CO, Cl, COC(=O)Oc1cc(Nc2ncnc3cc(OCCn4ccnc4)c(OC)cc23)c(F)cc1C, [Na+], [OH-], O. Yields the product Cl, COc1cc2c(Nc3cc(O)c(C)cc3F)ncnc2cc1OCCn1ccnc1. As a reaction SMILES: [CH3:39][OH:40].[ClH:38].[F:3][c:4]1[c:5]([NH:6][c:7]2[n:8][cH:9][n:10][c:11]3[cH:12][c:13]([O:19][CH2:20][CH2:21][n:22]4[cH:23][n:24][cH:25][cH:26]4)[c:14]([O:17][CH3:18])[cH:15][c:16]23)[cH:27][c:28]([O:32][C:33]([O:34][CH3:35])=[O:36])[c:29]([CH3:31])[cH:30]1.[Na+:2].[OH-:1].[OH2:37]>>[ClH:38].[F:3][c:4]1[c:5]([NH:6][c:7]2[n:8][cH:9][n:10][c:11]3[cH:12][c:13]([O:19][CH2:20][CH2:21][n:22]4[cH:23][n:24][cH:25][cH:26]4)[c:14]([O:17][CH3:18])[cH:15][c:16]23)[cH:27][c:28]([OH:32])[c:29]([CH3:31])[cH:30]1.